describe an organic reaction: reactants, conditions, products, and yield From a dataset of the Open Reaction Database (ORD), a public repository of structured organic reaction records. The reactants are N([C@@H](CC(C)C)[C@@H](O)CC(=O)N[C@@H]([C@@H](C)CC)C(=O)N[C@@H](CC1=CNC=N1)C(=O)N[C@@H](CCCCNC(=O)OC(C)(C)C)C(=O)OC)C(=O)OCC1=CC=CC=C1 (Z-Sta-Ile-His-Lys(Boc)-OMe), Pd on-carbon, C(=O)=O (CO2). Run in CO (MeOH). The product is N[C@@H](CC(C)C)[C@@H](O)CC(=O)N[C@@H]([C@@H](C)CC)C(=O)N[C@@H](CC1=CNC=N1)C(=O)N[C@@H](CCCCNC(=O)OC(C)(C)C)C(=O)OC (H-Sta-Ile-His-Lys(Boc)-OMe). As a reaction SMILES: [NH:1](C(OCC1C=CC=CC=1)=O)[C@H:2]([C@H:7]([CH2:9][C:10]([NH:12][C@H:13]([C:18]([NH:20][C@H:21]([C:28]([NH:30][C@H:31]([C:44]([O:46][CH3:47])=[O:45])[CH2:32][CH2:33][CH2:34][CH2:35][NH:36][C:37]([O:39][C:40]([CH3:43])([CH3:42])[CH3:41])=[O:38])=[O:29])[CH2:22][C:23]1[N:27]=[CH:26][NH:25][CH:24]=1)=[O:19])[C@H:14]([CH2:16][CH3:17])[CH3:15])=[O:11])[OH:8])[CH2:3][CH:4]([CH3:6])[CH3:5].C(=O)=O>CO>[NH2:1][C@H:2]([C@H:7]([CH2:9][C:10]([NH:12][C@H:13]([C:18]([NH:20][C@H:21]([C:28]([NH:30][C@H:31]([C:44]([O:46][CH3:47])=[O:45])[CH2:32][CH2:33][CH2:34][CH2:35][NH:36][C:37]([O:39][C:40]([CH3:43])([CH3:42])[CH3:41])=[O:38])=[O:29])[CH2:22][C:23]1[N:27]=[CH:26][NH:25][CH:24]=1)=[O:19])[C@H:14]([CH2:16][CH3:17])[CH3:15])=[O:11])[OH:8])[CH2:3][CH:4]([CH3:5])[CH3:6]. Reported procedure: 1 g of Z-Sta-Ile-His-Lys(Boc)-OMe is dissolved in 10 ml of 95% strength MeOH and hydrogenated with 100 mg of Pd-on-carbon (10% pd) with CO2 -absorption until saturation. After filtering off the catalyst and concentrating to dryness there is obtained H-Sta-Ile-His-Lys(Boc)-OMe in the form of amorphous powder, which is directly further processed; Rf (B)=0.32; Rf (I)=0.17.